From a dataset of the Open Reaction Database (ORD), a public repository of structured organic reaction records. describe an organic reaction: reactants, conditions, products, and yield Starting materials: CCOC(=O)C1CCC(=O)C1, CCOC(=O)C1CCC2(CC1)OCCO2, CCOC(=O)C1CCC(=O)CC1. The product is CCOC(=O)C1CCC2(C1)OCCO2. RXN SMILES: [O:16]=[C:17]1[CH2:18][CH2:19][CH:20]([C:21]([O:22][CH2:23][CH3:24])=[O:25])[CH2:26]1.[O:1]1[CH2:2][CH2:3][O:4][C:5]12[CH2:6][CH2:7][CH:8]([C:11](=[O:12])[O:13][CH2:14][CH3:15])[CH2:9][CH2:10]2.[O:27]=[C:28]1[CH2:29][CH2:30][CH:31]([C:32]([O:33][CH2:34][CH3:35])=[O:36])[CH2:37][CH2:38]1>>[O:1]1[CH2:2][CH2:3][O:4][C:5]12[CH2:7][CH:8]([C:11](=[O:12])[O:13][CH2:14][CH3:15])[CH2:9][CH2:10]2.